This data is from the Open Reaction Database (ORD), a public repository of structured organic reaction records. The task is: describe an organic reaction: reactants, conditions, products, and yield The reactants are B, C1CCOC1, CSc1ccc(C=C2C(C)=C(CC(=O)O)c3cc(F)ccc32)cc1, O. As a reaction SMILES: [BH3:25].[CH2:27]1[O:28][CH2:29][CH2:30][CH2:31]1.[F:1][c:2]1[cH:3][c:4]2[c:8]([cH:9][cH:10]1)[C:7](=[CH:11][c:12]1[cH:13][cH:14][c:15]([S:18][CH3:19])[cH:16][cH:17]1)[C:6]([CH3:20])=[C:5]2[CH2:21][C:22](=[O:23])[OH:24].[OH2:26]>>[F:1][c:2]1[cH:3][c:4]2[c:8]([cH:9][cH:10]1)[C:7](=[CH:11][c:12]1[cH:13][cH:14][c:15]([S:18][CH3:19])[cH:16][cH:17]1)[C:6]([CH3:20])=[C:5]2[CH2:21][CH2:22][OH:23]. Yields the product CSc1ccc(C=C2C(C)=C(CCO)c3cc(F)ccc32)cc1. Starting materials: CN(C(=O)Cl)c1ccccc1, Cl, CN1CCCCC1=N, c1ccccc1. The product is CN1CCCCC1=NC(=O)N(C)c1ccccc1. As a reaction SMILES: [CH3:10][N:11]([C:12](=[O:13])[Cl:14])[c:15]1[cH:16][cH:17][cH:18][cH:19][cH:20]1.[ClH:1].[NH:2]=[C:3]1[N:4]([CH3:9])[CH2:5][CH2:6][CH2:7][CH2:8]1.[cH:21]1[cH:22][cH:23][cH:24][cH:25][cH:26]1>>[N:2](=[C:3]1[N:4]([CH3:9])[CH2:5][CH2:6][CH2:7][CH2:8]1)[C:12]([N:11]([CH3:10])[c:15]1[cH:16][cH:17][cH:18][cH:19][cH:20]1)=[O:13]. Starting materials: CC=1NC=CN1 (2-methyl-imidazole), ClC=1C=C(C=CC1F)C1=CC(=CN=N1)CO ([6-(3-Chloro-4-fluoro-phenyl)-pyridazin-4-yl]-methanol), S(=O)(Cl)Cl (thionylchloride), CN(C)C=O (DMF). Solvent: C(Cl)Cl (MeCl2). Yields the product ClC=1C=C(C=CC1F)C=1N=NC=C(C1)CN1C(=NC=C1)C (3-(3-chloro-4-fluoro-phenyl)-5-(2-methyl-imidazol-1-yl-methyl)-pyridazine). Isolated yield 24.5%. RXN SMILES: [Cl:1][C:2]1[CH:3]=[C:4]([C:9]2[N:14]=[N:13][CH:12]=[C:11]([CH2:15]O)[CH:10]=2)[CH:5]=[CH:6][C:7]=1[F:8].CN(C=O)C.S(Cl)(Cl)=O.[CH3:26][C:27]1[NH:28][CH:29]=[CH:30][N:31]=1>C(Cl)Cl>[Cl:1][C:2]1[CH:3]=[C:4]([C:9]2[N:14]=[N:13][CH:12]=[C:11]([CH2:15][N:28]3[CH:29]=[CH:30][N:31]=[C:27]3[CH3:26])[CH:10]=2)[CH:5]=[CH:6][C:7]=1[F:8]. Reported procedure: [6-(3-Chloro-4-fluoro-phenyl)-pyridazin-4-yl]-methanol (13 mg, 0.054 mmol) was dissolved in MeCl2 (1 ml) under argon and a drop of DMF was added. The mixture was cooled with an icebath, thionylchloride (0.02 ml, 0.27 mmol) was added dropwise and the reaction mixture was allowed to warm to room temperature. After 30 minutes the reaction mixture was concentrated in vacuo. The residue was dissolved in ethanol and treated with 2-methyl-imidazole (22.3 mg, 0.27 mmol). The reaction mixture was refluxe... Reactants: N1(CCOCC1)C1=NNC(=C1C#N)N=CN(C)C (N′-[3-(morpholin-4-yl)-4-cyano-1 H-pyrazol-5-yl]-N,N-dimethyl-formamidine), Cl.ClC=1C=C(N)C=CC1 (3-chloro-aniline hydrochloride). The solvent is CO (methanol). Conditions: time 30 minute. Product: ClC=1C=C(C=CC1)NC1=C2C(=NC=N1)NN=C2N2CCOCC2 (4-(3-chloro-phenylamino)-3-(morpholin-4-yl)-1H-pyrazolo[3,4-d]pyrimidine). Reaction SMILES: [N:1]1([C:7]2[C:11]([C:12]#[N:13])=[C:10]([N:14]=[CH:15][N:16](C)C)[NH:9][N:8]=2)[CH2:6][CH2:5][O:4][CH2:3][CH2:2]1.Cl.[Cl:20][C:21]1[CH:22]=[C:23]([CH:25]=[CH:26][CH:27]=1)N>CO>[Cl:20][C:21]1[CH:27]=[C:26]([NH:13][C:12]2[N:16]=[CH:15][N:14]=[C:10]3[NH:9][N:8]=[C:7]([N:1]4[CH2:2][CH2:3][O:4][CH2:5][CH2:6]4)[C:11]=23)[CH:25]=[CH:23][CH:22]=1 |f:1.2|. Procedure: With the exclusion of air, 1.86 g (7.49 mmol) of N′-[3-(morpholin-4-yl)-4-cyano-1 H-pyrazol-5-yl]-N,N-dimethyl-formamidine in 45 ml of methanol are heated to boiling with 1.84 g (11.2 mmol) of 3-chloro-aniline hydrochloride, during which the solid temporarily dissolves. After about 30 min, a precipitate separates out again. After 8 hours the reaction mixture is cooled, filtered and washed with methanol and DIPE. Stirring the crude product in a boiling mixture of 40 ml of ethanol, 20 ml of chloro... Starting materials: COC1=CC=C(C=C1)N1C=2C(C(=O)OC1=O)=CC=CC2 (N-(4-methoxyphenyl)isatoic anhydride), N1CCCCC1 (piperidine). Run in CN(C=O)C (dimethylformamide). Run at time 2 hour. Product: COC1=CC=C(C=C1)NC1=C(C(=O)N2CCCCC2)C=CC=C1 (1-[2-(4-methoxyphenylamino)benzoyl]piperidine). The yield is 85.5%. As a reaction SMILES: [CH3:1][O:2][C:3]1[CH:8]=[CH:7][C:6]([N:9]2C(=O)[O:14][C:12](=O)[C:11]3=[CH:17][CH:18]=[CH:19][CH:20]=[C:10]23)=[CH:5][CH:4]=1.[NH:21]1[CH2:26][CH2:25][CH2:24][CH2:23][CH2:22]1>CN(C)C=O>[CH3:1][O:2][C:3]1[CH:4]=[CH:5][C:6]([NH:9][C:10]2[CH:20]=[CH:19][CH:18]=[CH:17][C:11]=2[C:12]([N:21]2[CH2:26][CH2:25][CH2:24][CH2:23][CH2:22]2)=[O:14])=[CH:7][CH:8]=1. Reported procedure: A mixture of 15 g (0.052 mole) of N-(4-methoxyphenyl)isatoic anhydride and 10 ml (0.11 mole) of piperidine in 50 ml of dimethylformamide was stirred at room temperature for two hours. The reaction mixture was concentrated in vacuo and the residue recrystallized from 75 ml of isopropyl alcohol to give 13.8 g of 1-[2-(4-methoxyphenylamino)benzoyl]piperidine, colorless powder, m.p. 106°-108° C. Starting materials: FC1=CC=C(C=C1)C1=C(C=C(C(N1)=O)C#N)C1=CC=C(C=C1)SC (1,2-dihydro-6-(4-fluorophenyl)-5-[4-(methylthio)phenyl]-2-oxo-pyridine-3-carbonitrile), P(=O)(Cl)(Cl)Cl (phosphorus oxychloride). Yields the product ClC1=NC(=C(C=C1C#N)C1=CC=C(C=C1)SC)C1=CC=C(C=C1)F (2-chloro-6-(4-fluorophenyl)-5-[4-(methylthio)phenyl]-pyridine-3-carbonitrile). As a reaction SMILES: [F:1][C:2]1[CH:7]=[CH:6][C:5]([C:8]2[NH:13][C:12](=O)[C:11]([C:15]#[N:16])=[CH:10][C:9]=2[C:17]2[CH:22]=[CH:21][C:20]([S:23][CH3:24])=[CH:19][CH:18]=2)=[CH:4][CH:3]=1.P(Cl)(Cl)([Cl:27])=O>>[Cl:27][C:12]1[C:11]([C:15]#[N:16])=[CH:10][C:9]([C:17]2[CH:22]=[CH:21][C:20]([S:23][CH3:24])=[CH:19][CH:18]=2)=[C:8]([C:5]2[CH:6]=[CH:7][C:2]([F:1])=[CH:3][CH:4]=2)[N:13]=1. Procedure: A solution of 6-(4-fluorophenyl)-1,2-dihydro-5-[4-(methylthio)phenyl]-2-oxo-pyridine-3-carbonitrile (Example 1, Step 5) (3.7 g, 0.011 mole) in phosphorus oxychloride (45 ml) was stirred at 100° C. for 20 hours. After evaporation of the phosphorus oxychloride the residue was purified by silica gel chromatography and recrystallized from ethyl acetate-hexane. Starting materials: C(C1=CC=CC=C1)N1C(CC(=NC2=C1C=CC=C2)C)=O (1-benzyl-4-methyl-1,3-dihydro-1,5-benzodiazepin-2(2H)-one), BrCC=C (3-bromopropene). The product is C(C1=CC=CC=C1)N1C(C(C(=NC2=C1C=CC=C2)C)CC=C)=O (1-Benzyl-4-methyl-3-(2-propen-1-yl)-1,3-dihydro-1,5-benzodiazepin-2(2H)-one). Isolated yield 85.0%. Reaction SMILES: [CH2:1]([N:8]1[C:14]2[CH:15]=[CH:16][CH:17]=[CH:18][C:13]=2[N:12]=[C:11]([CH3:19])[CH2:10][C:9]1=[O:20])[C:2]1[CH:7]=[CH:6][CH:5]=[CH:4][CH:3]=1.Br[CH2:22][CH:23]=[CH2:24]>>[CH2:1]([N:8]1[C:14]2[CH:15]=[CH:16][CH:17]=[CH:18][C:13]=2[N:12]=[C:11]([CH3:19])[CH:10]([CH2:24][CH:23]=[CH2:22])[C:9]1=[O:20])[C:2]1[CH:3]=[CH:4][CH:5]=[CH:6][CH:7]=1. Procedure details: Using 1-benzyl-4-methyl-1,3-dihydro-1,5-benzodiazepin-2(2H)-one and 3-bromopropene, the titled compound was synthesized in substantially the same manner as in Working Example 21 as an oily product in a yield of 85%.